Task: describe an organic reaction: reactants, conditions, products, and yield. Dataset: the Open Reaction Database (ORD), a public repository of structured organic reaction records The reactants are N=1C=CN2CCCC3=C(C12)C=C(C=C3)N (5,6-dihydro-4H-1,3a-diaza-benzo[e]azulen-9-ylamine), ClC1=NC=C(C(=N1)NC1=C(C(=O)NC)C=C(C=C1)F)Cl (2-(2,5-dichloro-pyrimidin-4-ylamino)-5-fluoro-N-methyl-benzamide), 2-[5-chloro-2-(5,6-dihydro-4H-1,3a-diaza-benzo[e]azulen-9-ylamino)-pyrimidin-4-ylamino]-5-fluoro-N-methyl-benzamide. TFA salt. Product: ClC=1C(=NC(=NC1)NC=1C=CC2=C(C3=NC=CN3CCC2)C1)NC1=C(C(=O)NC)C=C(C=C1)F (2-[5-Chloro-2-(5,6-dihydro-4H-1,3a-diaza-benzo[e]azulen-9-ylamino)-pyrimidin-4-ylamino]-5-fluoro-N-methyl-benzamide). RXN SMILES: [N:1]1[CH:2]=[CH:3][N:4]2[C:10]=1[C:9]1[CH:11]=[C:12]([NH2:15])[CH:13]=[CH:14][C:8]=1[CH2:7][CH2:6][CH2:5]2.Cl[C:17]1[N:22]=[C:21]([NH:23][C:24]2[CH:33]=[CH:32][C:31]([F:34])=[CH:30][C:25]=2[C:26]([NH:28][CH3:29])=[O:27])[C:20]([Cl:35])=[CH:19][N:18]=1>>[Cl:35][C:20]1[C:21]([NH:23][C:24]2[CH:33]=[CH:32][C:31]([F:34])=[CH:30][C:25]=2[C:26]([NH:28][CH3:29])=[O:27])=[N:22][C:17]([NH:15][C:12]2[CH:13]=[CH:14][C:8]3[CH2:7][CH2:6][CH2:5][N:4]4[C:10](=[N:1][CH:2]=[CH:3]4)[C:9]=3[CH:11]=2)=[N:18][CH:19]=1. Procedure: Following a procedure analogous to Example 1741e, 5,6-dihydro-4H-1,3a-diaza-benzo[e]azulen-9-ylamine and 2-(2,5-dichloro-pyrimidin-4-ylamino)-5-fluoro-N-methyl-benzamide was converted to 2-[5-chloro-2-(5,6-dihydro-4H-1,3a-diaza-benzo[e]azulen-9-ylamino)-pyrimidin-4-ylamino]-5-fluoro-N-methyl-benzamide. TFA salt: 1H NMR (300 MHz, CD3OD) δ 8.43 (dd, 1H), 8.19 (s, 1H), 8.12 (d, 1H), 7.76 (d, 1H), 7.69 (dd, 1H), 7.61 (d, 1H), 7.5 (m, 2H), 7.03 (td, 1H), 4.26 (t, 2H), 2.92 (s, 3H), 2.81 (t, 2H), 2.52... Reactants: C(Cl)C1CO1 (Epichlorohydrin), FC=1C=CC(=C(C1)C(C)=O)O (5'-fluoro-2'-hydroxyacetophenone), [OH-].[K+] (potassium hydroxide). The solvent is C(C)O (ethanol), C(C)O (ethanol), O (water). Conditions: time 1 hour. The product is O1C(COC2=C(C=C(C=C2)F)C(C)=O)C1 (2'-(2,3-epoxypropoxy)-5'-fluoroacetophenone). Isolated yield 16.4%. RXN SMILES: [CH2:1]([CH:3]1[O:5][CH2:4]1)Cl.[F:6][C:7]1[CH:8]=[CH:9][C:10]([OH:16])=[C:11]([C:13](=[O:15])[CH3:14])[CH:12]=1.[OH-].[K+]>C(O)C.O>[O:5]1[CH2:4][CH:3]1[CH2:1][O:16][C:10]1[CH:9]=[CH:8][C:7]([F:6])=[CH:12][C:11]=1[C:13](=[O:15])[CH3:14] |f:2.3|. Reported procedure: Epichlorohydrin (38 g) was added to a stirred solution of 5'-fluoro-2'-hydroxyacetophenone (20.9 g) in ethanol (20 ml). A solution of potassium hydroxide (9.5 g) in a mixture of ethanol (30 ml) and water (5 ml) was then added and stirring continued for one hour. The solvent was removed in vacuo and the residue poured into water then extracted with ethyl acetate. The combined extracts were washed with brine and dried over magnesium sulphate. The solvent was removed in vacuo and the residue purifi... Reactants: CC(C)(C)OC(=O)N1CCNCC1, N#Cc1c(F)cccc1F, [H-], [Na+], CN(C)C=O, O. The product is CC(C)(C)OC(=O)N1CCN(c2cccc(F)c2C#N)CC1. RXN SMILES: [C:3](=[O:4])([O:5][C:6]([CH3:7])([CH3:8])[CH3:9])[N:10]1[CH2:11][CH2:12][NH:13][CH2:14][CH2:15]1.[F:16][c:17]1[c:18]([C:19]#[N:20])[c:21]([F:25])[cH:22][cH:23][cH:24]1.[H-:1].[Na+:2].[O:27]=[CH:28][N:29]([CH3:30])[CH3:31].[OH2:26]>>[C:3](=[O:4])([O:5][C:6]([CH3:7])([CH3:8])[CH3:9])[N:10]1[CH2:11][CH2:12][N:13]([c:21]2[c:18]([C:19]#[N:20])[c:17]([F:16])[cH:24][cH:23][cH:22]2)[CH2:14][CH2:15]1. Reaction conditions: time 10 minute. Run in CO.CN(C=O)C (methanol dimethylformamide). Procedure: 50 mg (113 μmol) of methyl 2-[([(4,6-dimethoxy-1,3,5-triazin-2-yl)amino]-carbonylamino)sulfonyl]-6-nitrobenzoate are suspended in a mixture of 3 ml of methanol/dimethylformamide (5:1), admixed with 10 mg of palladium on activated carbon (5%) and 1 mg (8.20 μmol) of sodium (meta)vanadate and hydrogenated under atmospheric pressure and at room temperature for 3 h. The mixture is then filtered off, the filtrate is concentrated and the residue is taken up in water and adjusted to pH 1.5 using 3 N aq... Product: NC1=C(C(=O)OC)C(=CC=C1)S(=O)(=O)NC(=O)NC1=NC(=NC(=N1)OC)OC (Methyl 2-amino-6-[([(4,6-dimethoxy-1,3,5-triazin-2-yl)amino]carbonylamino)-sulfonyl]benzoate). The reagents and catalysts are [Pd] (palladium on activated carbon), [O-][V](=O)=O.[Na+] (sodium (meta)vanadate). Reactants: COC1=NC(=NC(=N1)OC)NC(=O)NS(=O)(=O)C1=C(C(=O)OC)C(=CC=C1)[N+](=O)[O-] (methyl 2-[([(4,6-dimethoxy-1,3,5-triazin-2-yl)amino]-carbonylamino)sulfonyl]-6-nitrobenzoate). RXN SMILES: [CH3:1][O:2][C:3]1[N:8]=[C:7]([O:9][CH3:10])[N:6]=[C:5]([NH:11][C:12]([NH:14][S:15]([C:18]2[CH:27]=[CH:26][CH:25]=[C:24]([N+:28]([O-])=O)[C:19]=2[C:20]([O:22][CH3:23])=[O:21])(=[O:17])=[O:16])=[O:13])[N:4]=1>CO.CN(C)C=O.[Pd].[O-][V](=O)=O.[Na+]>[NH2:28][C:24]1[CH:25]=[CH:26][CH:27]=[C:18]([S:15]([NH:14][C:12]([NH:11][C:5]2[N:6]=[C:7]([O:9][CH3:10])[N:8]=[C:3]([O:2][CH3:1])[N:4]=2)=[O:13])(=[O:16])=[O:17])[C:19]=1[C:20]([O:22][CH3:23])=[O:21] |f:1.2,4.5|. The reactants are Oc1cccc(Br)c1, C#CCCC1(C2CCCC2)CC(=O)C(Sc2ccccc2)C(=O)O1, CC#N. Yields the product O=C1CC(CCC#Cc2cccc(O)c2)(C2CCCC2)OC(=O)C1Sc1ccccc1. Reaction SMILES: [Br:25][c:26]1[cH:27][c:28]([OH:32])[cH:29][cH:30][cH:31]1.[CH2:1]([CH2:2][C:3]#[CH:4])[C:5]1([CH:20]2[CH2:21][CH2:22][CH2:23][CH2:24]2)[CH2:6][C:7](=[O:19])[CH:8]([S:12][c:13]2[cH:14][cH:15][cH:16][cH:17][cH:18]2)[C:9](=[O:11])[O:10]1.[CH3:33][C:34]#[N:35]>>[CH2:1]([CH2:2][C:3]#[C:4][c:26]1[cH:27][c:28]([OH:32])[cH:29][cH:30][cH:31]1)[C:5]1([CH:20]2[CH2:21][CH2:22][CH2:23][CH2:24]2)[CH2:6][C:7](=[O:19])[CH:8]([S:12][c:13]2[cH:14][cH:15][cH:16][cH:17][cH:18]2)[C:9](=[O:11])[O:10]1. Reactants: C(CCC)P(CCCC)CCCC (Tri-n-butylphosphine), Cl (hydrochloric acid), C1(=CC=CC=C1)[B-](C1=CC=CC=C1)(C1=CC=CC=C1)C1=CC=CC=C1.[Na+] (sodium tetraphenylborate). Yields the product C1(=CC=CC=C1)[B-](C1=CC=CC=C1)(C1=CC=CC=C1)C1=CC=CC=C1.C(CCC)[PH+](CCCC)CCCC (tri-n-butylphosphonium tetraphenylborate). Yield: 53.0%. Reaction SMILES: [CH2:1]([P:5]([CH2:10][CH2:11][CH2:12][CH3:13])[CH2:6][CH2:7][CH2:8][CH3:9])[CH2:2][CH2:3][CH3:4].Cl.[C:15]1([B-:21]([C:34]2[CH:39]=[CH:38][CH:37]=[CH:36][CH:35]=2)([C:28]2[CH:33]=[CH:32][CH:31]=[CH:30][CH:29]=2)[C:22]2[CH:27]=[CH:26][CH:25]=[CH:24][CH:23]=2)[CH:20]=[CH:19][CH:18]=[CH:17][CH:16]=1.[Na+]>>[C:34]1([B-:21]([C:15]2[CH:16]=[CH:17][CH:18]=[CH:19][CH:20]=2)([C:22]2[CH:23]=[CH:24][CH:25]=[CH:26][CH:27]=2)[C:28]2[CH:33]=[CH:32][CH:31]=[CH:30][CH:29]=2)[CH:35]=[CH:36][CH:37]=[CH:38][CH:39]=1.[CH2:10]([PH+:5]([CH2:1][CH2:2][CH2:3][CH3:4])[CH2:6][CH2:7][CH2:8][CH3:9])[CH2:11][CH2:12][CH3:13] |f:2.3,4.5|. Reported procedure: Tri-n-butylphosphine is reacted with hydrochloric acid in the presence of sodium tetraphenylborate to produce tri-n-butylphosphonium tetraphenylborate (53% yield) (see Nonpatent Document 6).